From a dataset of the Open Reaction Database (ORD), a public repository of structured organic reaction records. describe an organic reaction: reactants, conditions, products, and yield The reactants are C(C)OC(C(C(=O)OCC)C1=NC(=CC=C1)Br)=O (2-(6-Bromo-pyridin-2-yl)-malonic acid diethyl ester), C([O-])([O-])=O.[K+].[K+] (potassium carbonate), [Cl-].[NH4+] (ammonium chloride). Run in O (water). Reaction conditions: temperature 100 celsius. Yields the product BrC1=CC=CC(=N1)CC(=O)O ((6-Bromo-pyridin-2-yl)-acetic acid). RXN SMILES: C([O:3][C:4](=[O:18])[CH:5]([C:11]1[CH:16]=[CH:15][CH:14]=[C:13]([Br:17])[N:12]=1)C(OCC)=O)C.C(=O)([O-])[O-].[K+].[K+].[Cl-].[NH4+]>O>[Br:17][C:13]1[N:12]=[C:11]([CH2:5][C:4]([OH:18])=[O:3])[CH:16]=[CH:15][CH:14]=1 |f:1.2.3,4.5|. Procedure details: 2-(6-Bromo-pyridin-2-yl)-malonic acid diethyl ester (64.0 g, 202.4 mmol) was added to a solution of potassium carbonate (279.8 g, 2024 mmol) in water (400 ml) at rt and the reaction mixture was heated to reflux at 100° C. for 36 h. The reaction mixture was treated with sat. ammonium chloride solution and the product formed was extracted with ethyl acetate (3×800 ml), washed with brine (10 ml). Organic layer was concentrated under reduced pressure to obtain title compound as a pale brown solid. Y... The reactants are O=C([O-])[O-], O=[N+]([O-])c1cc(F)c(F)c(F)c1, [K+], [K+], O=C1CCNCC1, CN(C)C=O, O. Yields the product O=C1CCN(c2c(F)cc([N+](=O)[O-])cc2F)CC1. Reaction SMILES: [C:1](=[O:2])([O-:3])[O-:4].[F:14][c:15]1[cH:16][c:17]([N+:23](=[O:24])[O-:25])[cH:18][c:19]([F:22])[c:20]1[F:21].[K+:5].[K+:6].[NH:7]1[CH2:8][CH2:9][C:10](=[O:13])[CH2:11][CH2:12]1.[O:27]=[CH:28][N:29]([CH3:30])[CH3:31].[OH2:26]>>[N:7]1([c:20]2[c:15]([F:14])[cH:16][c:17]([N+:23](=[O:24])[O-:25])[cH:18][c:19]2[F:22])[CH2:8][CH2:9][C:10](=[O:13])[CH2:11][CH2:12]1. Yield: 68.7%. Yields the product BrC1=C(C=C(C=C1)F)C(CC(C(=O)NC=1C=CC2=C(C(=NOC2=O)C)C1)(C(F)(F)F)O)(C)C (6-[4-(2-Bromo-5-fluorophenyl)-2-hydroxy-4-methyl-2-trifluoromethylvaleroylamino]-4-methyl-2,3-benzoxazin-1-one). The solvent is CN(C)C=O (DMF), C(C)(=O)OCC (ethyl acetate). As a reaction SMILES: [F:1][C:2]([Si](C)(C)C)([F:4])[F:3].C(=O)([O-])[O-].[Cs+].[Cs+].[Br:15][C:16]1[CH:21]=[CH:20][C:19]([F:22])=[CH:18][C:17]=1[C:23]([CH3:43])([CH3:42])[CH2:24][C:25](=[O:41])[C:26]([NH:28][C:29]1[CH:30]=[CH:31][C:32]2[C:37](=[O:38])[O:36][N:35]=[C:34]([CH3:39])[C:33]=2[CH:40]=1)=[O:27].[SiH4]>CN(C=O)C.C(OCC)(=O)C>[Br:15][C:16]1[CH:21]=[CH:20][C:19]([F:22])=[CH:18][C:17]=1[C:23]([CH3:43])([CH3:42])[CH2:24][C:25]([OH:41])([C:2]([F:4])([F:3])[F:1])[C:26]([NH:28][C:29]1[CH:30]=[CH:31][C:32]2[C:37](=[O:38])[O:36][N:35]=[C:34]([CH3:39])[C:33]=2[CH:40]=1)=[O:27] |f:1.2.3|. Starting materials: [SiH4] (silane), FC(F)(F)[Si](C)(C)C (trifluoromethyl(trimethyl)silane), C([O-])([O-])=O.[Cs+].[Cs+] (cesium carbonate), BrC1=C(C=C(C=C1)F)C(CC(C(=O)NC=1C=CC2=C(C(=NOC2=O)C)C1)=O)(C)C (6-[4-(2-bromo-5-fluorophenyl)-4-methyl-2-oxovaleroylamino]-4-methyl-2,3-benzoxazin-1-one). Reported procedure: 0.23 ml (1.25 mmol) of trifluoromethyl(trimethyl)silane and 256 mg (0.79 mmol) of cesium carbonate are added at 0° C. to a solution of 290 mg (0.63 mmol) of 6-[4-(2-bromo-5-fluorophenyl)-4-methyl-2-oxovaleroylamino]-4-methyl-2,3-benzoxazin-1-one in 7 ml of DMF. After 24 hours, the same amount of silane and base are added and stirred for another 24 hours at room temperature. The batch is diluted with 150 ml of ethyl acetate, washed with water and saturated NaCl, dried (Na2SO4) and concentrated by... Reaction conditions: time 24 hour. Starting materials: (C2H5O)3Si(CH2)3—S4—(CH2)3Si(OC2H5)3, C=C(C)C(=O)OCCC[Si](OC)(OC)OC (CH2═C(CH3)—COO—C3H6—Si(OCH3)3), SCCC[Si](OC)(OC)C (3-mercaptopropylmethyldimethoxysilane), C(#N)CCC[Si](OCC)(OCC)OCC (3-cyanopropyltriethoxysilane), SCCCCCC[Si](OC)(OC)OC (6-mercaptohexyltrimethoxysilane), N(=C=O)CCC[Si](OCC)(OCC)OCC (3-isocyanatopropyltriethoxysilane), ClCCC[Si](OC)(OC)OC (3-chloropropyltrimethoxysilane), SCCC[Si](OC)(OC)OC (3mercaptopropyltrimethoxysilane), SCCCC[Si](OC)(OC)OC (4-mercaptobutyltrimethoxysilane), SCCC[Si](OCC)(OCC)OCC (3-mercaptopropyltriethoxysilane), S(C#N)CCC[Si](OC)(OC)OC (3-thiocyanatopropyltrimethoxysilane), C=CC(=O)OCCC[Si](OCC)(OCC)OCC (CH2═CH—COO—C3H6—Si(OC2H5)3), C(#N)CCC[Si](OC)(OC)OC (3-cyanopropyltrimethoxysilane), N(C(=O)N)CCC[Si](OC)(OC)OC (ureidopropyltrimethoxysilane). Product: C(C1CO1)OCCC[Si](OC)(OC)OC (3-glycidyloxypropyltrimethoxysilane). RXN SMILES: [CH2:1]=[C:2]([C:4]([O:6][CH2:7][CH2:8][CH2:9][Si:10]([O:15][CH3:16])([O:13][CH3:14])[O:11][CH3:12])=O)C.C=CC(OCCC[Si](OCC)(OCC)OCC)=[O:20].C(CCC[Si](OC)(OC)OC)#N.C(CCC[Si](OCC)(OCC)OCC)#N.N(CCC[Si](OCC)(OCC)OCC)=C=O.N(CCC[Si](OC)(OC)OC)C(N)=O.S(CCC[Si](OC)(OC)OC)C#N.SCCC[Si](OC)(OC)OC.SCCC[Si](OCC)(OCC)OCC.SCCC[Si](C)(OC)OC.SCCCC[Si](OC)(OC)OC.SCCCCCC[Si](OC)(OC)OC.ClCCC[Si](OC)(OC)OC>>[CH2:4]([O:6][CH2:7][CH2:8][CH2:9][Si:10]([O:15][CH3:16])([O:13][CH3:14])[O:11][CH3:12])[CH:2]1[O:20][CH2:1]1. Reported procedure: CH2═C(CH3)—COO—C3H6—Si(OCH3)3, CH2═CH—COO—C3H6—Si(OC2H5)3, 3-cyanopropyltrimethoxysilane, 3-cyanopropyltriethoxysilane, 3-isocyanatopropyltriethoxysilane, ureidopropyltrimethoxysilane, 3-thiocyanatopropyltrimethoxysilane, 3mercaptopropyltrimethoxysilane, 3-mercaptopropyltriethoxysilane, 3-mercaptopropylmethyldimethoxysilane, 4-mercaptobutyltrimethoxysilane, 6-mercaptohexyltrimethoxysilane, 3-chloropropyltrimethoxysilane and (C2H5O)3Si(CH2)3—S4—(CH2)3Si(OC2H5)3. The reactants are CN(CC(=O)NC1=CC(=CC=C1)C1=NN(C2=CC=C(C=C12)C1=NN(C=N1)C(C1=CC=CC=C1)(C1=CC=CC=C1)C1=CC=CC=C1)C1OCCCC1)C (2-(Dimethylamino)-N-(3-{1-perhydro-2H-pyran-2-yl-5-[1-(triphenylmethyl)(1,2,4-triazol-3-yl)](1H-indazol-3-yl)}phenyl)acetamide). Run in Cl (HCl), O1CCOCC1 (1,4-dioxane). Conditions: time 3 hour. The product is N1N=C(N=C1)C=1C=C2C(=NNC2=CC1)C=1C=C(C=CC1)NC(CN(C)C)=O (N-[3-(5-(1H-1,2,4-Triazol-3-yl)(1H-indazol-3-yl))phenyl]-2-(dimethylamino)acetamide). The yield is 13.0%. As a reaction SMILES: [CH3:1][N:2]([CH3:52])[CH2:3][C:4]([NH:6][C:7]1[CH:12]=[CH:11][CH:10]=[C:9]([C:13]2[C:21]3[C:16](=[CH:17][CH:18]=[C:19]([C:22]4[N:26]=[CH:25][N:24](C(C5C=CC=CC=5)(C5C=CC=CC=5)C5C=CC=CC=5)[N:23]=4)[CH:20]=3)[N:15](C3CCCCO3)[N:14]=2)[CH:8]=1)=[O:5]>Cl.O1CCOCC1>[NH:24]1[CH:25]=[N:26][C:22]([C:19]2[CH:20]=[C:21]3[C:16](=[CH:17][CH:18]=2)[NH:15][N:14]=[C:13]3[C:9]2[CH:8]=[C:7]([NH:6][C:4](=[O:5])[CH2:3][N:2]([CH3:1])[CH3:52])[CH:12]=[CH:11][CH:10]=2)=[N:23]1. Reported procedure: 2-(Dimethylamino)-N-(3-{1-perhydro-2H-pyran-2-yl-5-[1-(triphenylmethyl)(1,2,4-triazol-3-yl)](1H-indazol-3-yl)}phenyl)acetamide was dissolved in 4 mL of 4.0 N HCl in 1,4-dioxane and the reaction was stirred at room temperature for 3 hours. After neutralization with aqueous NaHCO3, the reaction mixture was evaporated to dryness and purified by preparatory HPLC. (0.023 g, 13% yield over 2 steps): 1H NMR (CD3OD) δ 8.7 (d, 1H), 8.32 (br s, 1H), 8.17 (t, 1H), 8.05 (dd, 1H), 7.7 (t, 2H), 7.6 (dd, 1H), ... Starting materials: ClC1=NC2=C3C(=C4C(=C2N=C1)C=CC=C4)C=CC=C3 (2-chlorodibenzo[f,h]quinoxaline), C1(=CC=CC=2SC3=C(C21)C=CC=C3B(O)O)C3=CC=CC=2SC1=C(C23)C=CC=C1 (4,4′-bidibenzothiophene-6-boronic acid), tris(2-methylphosphine)phosphine, C1(=CC=CC=C1)C (toluene), aqueous solution, C([O-])([O-])=O.[K+].[K+] (potassium carbonate). The reagents and catalysts are C(C)(=O)[O-].[Pd+2].C(C)(=O)[O-] (palladium(II) acetate). The solvent is C(C)O (ethanol). The product is C1=CC=C(C=2SC3=C(C21)C=CC=C3)C3=CC=CC=2C1=C(SC23)C(=CC=C1)C1=NC2=C3C(=C4C(=C2N=C1)C=CC=C4)C=CC=C3 (2-[6-(dibenzothiophen-4-yl)dibenzothiophen-4-yl]dibenzo[f,h]quinoxaline). The yield is 41.0%. As a reaction SMILES: Cl[C:2]1[CH:11]=[N:10][C:9]2[C:4](=[C:5]3[CH:19]=[CH:18][CH:17]=[CH:16][C:6]3=[C:7]3[CH:15]=[CH:14][CH:13]=[CH:12][C:8]3=2)[N:3]=1.[C:20]1([C:36]2[C:44]3[C:43]4[CH:45]=[CH:46][CH:47]=[CH:48][C:42]=4[S:41][C:40]=3C=CC=2)[C:28]2[C:27]3[CH:29]=[CH:30][CH:31]=[C:32](B(O)O)[C:26]=3[S:25][C:24]=2[CH:23]=[CH:22][CH:21]=1.[C:49]1(C)[CH:54]=CC=C[CH:50]=1.C(=O)([O-])[O-].[K+].[K+]>C([O-])(=O)C.[Pd+2].C([O-])(=O)C.C(O)C>[CH:36]1[C:44]2[C:48]3[CH:47]=[CH:46][CH:45]=[CH:43][C:42]=3[S:41][C:40]=2[C:22]([C:23]2[C:24]3[S:25][C:26]4[C:32]([C:2]5[CH:11]=[N:10][C:9]6[C:4](=[C:5]7[CH:19]=[CH:18][CH:17]=[CH:16][C:6]7=[C:7]7[CH:15]=[CH:14][CH:13]=[CH:12][C:8]7=6)[N:3]=5)=[CH:31][CH:30]=[CH:29][C:27]=4[C:28]=3[CH:54]=[CH:49][CH:50]=2)=[CH:21][CH:20]=1 |f:3.4.5,6.7.8|. Reported procedure: Into a 200-mL three-neck flask were put 1.6 g (6.1 mmol) of 2-chlorodibenzo[f,h]quinoxaline, 2.5 g (6.1 mmol) of 4,4′-bidibenzothiophene-6-boronic acid, and 0.19 g (0.62 mmol) of tris(2-methylphosphine)phosphine, and the air in the flask was replaced with nitrogen. To this mixture were added 20 mL of toluene, 10 mL of ethanol, and 6.0 mL of an aqueous solution of potassium carbonate (2.0 mol/L). This mixture was degassed by being stirred while the pressure was reduced. To this mixture, 70 mg (0....